This data is from the Open Reaction Database (ORD), a public repository of structured organic reaction records. The task is: describe an organic reaction: reactants, conditions, products, and yield Reactants: ClCCl, CC(C)=NN(C)C, CC(C)[N-]C(C)C, CC(C=O)Oc1ccc(Oc2ccc(C(F)(F)F)cc2)cc1, [Li+], C1CCOC1, O. Yields the product CC(CC(O)C(C)Oc1ccc(Oc2ccc(C(F)(F)F)cc2)cc1)=NN(C)C. As a reaction SMILES: [CH2:38]([Cl:39])[Cl:40].[CH3:1][N:2]([N:3]=[C:4]([CH3:5])[CH3:6])[CH3:7].[CH:8]([N-:9][CH:10]([CH3:11])[CH3:12])([CH3:13])[CH3:14].[F:16][C:17]([c:18]1[cH:19][cH:20][c:21]([O:22][c:23]2[cH:24][cH:25][c:26]([O:27][CH:28]([CH:29]=[O:30])[CH3:31])[cH:32][cH:33]2)[cH:34][cH:35]1)([F:36])[F:37].[Li+:15].[O:42]1[CH2:43][CH2:44][CH2:45][CH2:46]1.[OH2:41]>>[CH3:1][N:2]([N:3]=[C:4]([CH3:5])[CH2:6][CH:29]([CH:28]([O:27][c:26]1[cH:25][cH:24][c:23]([O:22][c:21]2[cH:20][cH:19][c:18]([C:17]([F:16])([F:36])[F:37])[cH:35][cH:34]2)[cH:33][cH:32]1)[CH3:31])[OH:30])[CH3:7]. The reactants are CC1(C)Oc2cc(Cl)ccc2C(c2ccc(F)cc2)=C1Br, OB(O)C1CC1, [K+], [K+], [K+], C1COCCO1, O, O=P([O-])([O-])[O-], c1ccc(P(c2ccccc2)(c2ccccc2)[Pd](P(c2ccccc2)(c2ccccc2)c2ccccc2)(P(c2ccccc2)(c2ccccc2)c2ccccc2)P(c2ccccc2)(c2ccccc2)c2ccccc2)cc1. Yields the product CC1(C)Oc2cc(Cl)ccc2C(c2ccc(F)cc2)=C1C1CC1. RXN SMILES: [Br:1][C:2]1=[C:11]([c:12]2[cH:13][cH:14][c:15]([F:18])[cH:16][cH:17]2)[c:10]2[c:5]([cH:6][c:7]([Cl:19])[cH:8][cH:9]2)[O:4][C:3]1([CH3:20])[CH3:21].[CH:22]1([B:25]([OH:26])[OH:27])[CH2:23][CH2:24]1.[K+:33].[K+:34].[K+:35].[O:37]1[CH2:38][CH2:39][O:40][CH2:41][CH2:42]1.[OH2:36].[P:28]([O-:29])([O-:30])([O-:31])=[O:32].[cH:43]1[cH:44][cH:45][c:46]([P:47]([Pd:48]([P:49]([c:50]2[cH:51][cH:52][cH:53][cH:54][cH:55]2)([c:56]2[cH:57][cH:58][cH:59][cH:60][cH:61]2)[c:62]2[cH:63][cH:64][cH:65][cH:66][cH:67]2)([P:68]([c:69]2[cH:70][cH:71][cH:72][cH:73][cH:74]2)([c:75]2[cH:76][cH:77][cH:78][cH:79][cH:80]2)[c:81]2[cH:82][cH:83][cH:84][cH:85][cH:86]2)[P:87]([c:88]2[cH:89][cH:90][cH:91][cH:92][cH:93]2)([c:94]2[cH:95][cH:96][cH:97][cH:98][cH:99]2)[c:100]2[cH:101][cH:102][cH:103][cH:104][cH:105]2)([c:106]2[cH:107][cH:108][cH:109][cH:110][cH:111]2)[c:112]2[cH:113][cH:114][cH:115][cH:116][cH:117]2)[cH:118][cH:119]1>>[C:2]1([CH:22]2[CH2:23][CH2:24]2)=[C:11]([c:12]2[cH:13][cH:14][c:15]([F:18])[cH:16][cH:17]2)[c:10]2[c:5]([cH:6][c:7]([Cl:19])[cH:8][cH:9]2)[O:4][C:3]1([CH3:20])[CH3:21].